Dataset: the Open Reaction Database (ORD), a public repository of structured organic reaction records. Task: describe an organic reaction: reactants, conditions, products, and yield Procedure: In substantially the same manner as in Working Example 18, 2-[6-[3-methoxy-4-(5-methyl-2-phenyl-4-oxazolylmethoxy)phenyl]hexyl]-1,3-dioxolan was condensed with 2,4-oxazolidinedione. The condensate was subjected to catalytic hydrogenation to yield 5-[7-[3-methoxy-4-(5-methyl-2-phenyl-4-oxazolylmethoxy)phenyl]heptyl]-2,4-oxazolidinedione, which was recrystallized from ethyl acetate-hexane to give colorless prisms, m.p.109-111° C. The reactants are COC=1C=C(C=CC1OCC=1N=C(OC1C)C1=CC=CC=C1)CCCCCCC1OCCO1 (2-[6-[3-methoxy-4-(5-methyl-2-phenyl-4-oxazolylmethoxy)phenyl]hexyl]-1,3-dioxolan), O1C(NC(C1)=O)=O (2,4-oxazolidinedione). Reaction SMILES: [CH3:1][O:2][C:3]1[CH:4]=[C:5]([CH2:23][CH2:24][CH2:25][CH2:26][CH2:27][CH2:28][CH:29]2OCCO2)[CH:6]=[CH:7][C:8]=1[O:9][CH2:10][C:11]1[N:12]=[C:13]([C:17]2[CH:22]=[CH:21][CH:20]=[CH:19][CH:18]=2)[O:14][C:15]=1[CH3:16].[O:34]1[CH2:38][C:37](=[O:39])[NH:36][C:35]1=[O:40]>>[CH3:1][O:2][C:3]1[CH:4]=[C:5]([CH2:23][CH2:24][CH2:25][CH2:26][CH2:27][CH2:28][CH2:29][CH:38]2[O:34][C:35](=[O:40])[NH:36][C:37]2=[O:39])[CH:6]=[CH:7][C:8]=1[O:9][CH2:10][C:11]1[N:12]=[C:13]([C:17]2[CH:22]=[CH:21][CH:20]=[CH:19][CH:18]=2)[O:14][C:15]=1[CH3:16]. Yields the product COC=1C=C(C=CC1OCC=1N=C(OC1C)C1=CC=CC=C1)CCCCCCCC1C(NC(O1)=O)=O (5-[7-[3-methoxy-4-(5-methyl-2-phenyl-4-oxazolylmethoxy)phenyl]heptyl]-2,4-oxazolidinedione). Starting materials: C(=O)(OC(C)(C)C)N[C@@H](CC1=CC=C(C=C1)F)C(=O)O ((S)-N-Boc-4-fluorophenylalanine), O[C@@H]1CNCC1 ((S)-3-hydroxypyrrolidine), CCN(C(C)C)C(C)C (DIPEA), C=1C=CC2=C(C1)N=NN2O (HOBt), O (H2O), CCN=C=NCCCN(C)C (EDCI). Run in CN(C)C=O (DMF). Conditions: time 10 minute. Product: C(C)(C)(C)OC(N[C@H](C(=O)N1C[C@H](CC1)O)CC1=CC=C(C=C1)F)=O ([1-(S)-(4-Fluorobenzyl)-2-(3-(S)-hydroxypyrrolidin-1-yl)-2-oxoethyl]carbamic acid tert-butyl ester). As a reaction SMILES: [C:1]([NH:8][C@H:9]([C:18]([OH:20])=O)[CH2:10][C:11]1[CH:16]=[CH:15][C:14]([F:17])=[CH:13][CH:12]=1)([O:3][C:4]([CH3:7])([CH3:6])[CH3:5])=[O:2].[OH:21][C@H:22]1[CH2:26][CH2:25][NH:24][CH2:23]1.CCN(C(C)C)C(C)C.C1C=CC2N(O)N=NC=2C=1.O.CCN=C=NCCCN(C)C>CN(C=O)C>[C:4]([O:3][C:1](=[O:2])[NH:8][C@@H:9]([CH2:10][C:11]1[CH:12]=[CH:13][C:14]([F:17])=[CH:15][CH:16]=1)[C:18]([N:24]1[CH2:25][CH2:26][C@H:22]([OH:21])[CH2:23]1)=[O:20])([CH3:5])([CH3:6])[CH3:7]. Procedure details: To a stirred solution of (S)-N-Boc-4-fluorophenylalanine (5.08 g, 17.9 mmol) and (S)-3-hydroxypyrrolidine (1.05 mL, 19.7 mmol) in anhydrous DMF (200 mL), was added DIPEA (6.87 mL, 39.5 mmol) and HOBt.H2O (3.02 g, 19.7 mmol). The reaction mixture was stirred for 10 min at room temperature then EDCI (4.13 g, 21.5 mmol) was added and the resulting mixture stirred for 20 h at rt. The volatiles were removed in vacuo then the residue partitioned between water (200 mL) and ethyl acetate (200 mL). The l... Starting materials: NC=1C=CC(=C(C(=O)O)C1)Cl (5-amino-2-chlorobenzoic acid), FC(C1=CC(=CC=C1)N=C=O)(F)F (1-(trifluoromethyl)-3-isocyanatobenzene), C(=O)(O)[O-].[Na+] (NaHCO3). Solvent: C(Cl)Cl (CH2Cl2). Reaction conditions: time 8 hour. Product: ClC1=C(C(=O)O)C=C(C=C1)NC(=O)NC1=CC(=CC=C1)C(F)(F)F (2-Chloro-5-(3-(3-(Trifluoromethyl)Phenyl)ureido)Benzoic Acid), solid. The yield is 94.0%. As a reaction SMILES: [NH2:1][C:2]1[CH:3]=[CH:4][C:5]([Cl:11])=[C:6]([CH:10]=1)[C:7]([OH:9])=[O:8].[F:12][C:13]([F:24])([F:23])[C:14]1[CH:19]=[CH:18][CH:17]=[C:16]([N:20]=[C:21]=[O:22])[CH:15]=1.C([O-])(O)=O.[Na+]>C(Cl)Cl>[Cl:11][C:5]1[CH:4]=[CH:3][C:2]([NH:1][C:21]([NH:20][C:16]2[CH:17]=[CH:18][CH:19]=[C:14]([C:13]([F:12])([F:23])[F:24])[CH:15]=2)=[O:22])=[CH:10][C:6]=1[C:7]([OH:9])=[O:8] |f:2.3|. Procedure: To a solution of 5-amino-2-chlorobenzoic acid (0.86 g, 5 mmol) in anhydrous CH2Cl2 (40 mL) was added 1-(trifluoromethyl)-3-isocyanatobenzene (1.03 g, 5.5 mmol). The mixture was stirred overnight at room temperature. The saturated NaHCO3 (40 mL) was added and the mixture was stirred for 5 min. The organic layer was separated and aqueous was extracted with CH2Cl2 (3×20 mL). The combined organic solution was dried (Na2SO4). The solvent was removed in vacuo. The title compound was afforded as a whit... Starting materials: ClC1=CC=C(C(=C1S(=O)(=O)N1CCOCC1)O)[N+](=O)[O-] (6-chloro-2-hydroxy-1-(4-morpholinylsulfonyl)-3-nitrobenzene), [H][H] (hydrogen). The reagents and catalysts are [Pd] (Pd/C). Product: ClC1=C(C(=C(N)C=C1)O)S(=O)(=O)N1CCOCC1 (4-chloro-2-hydroxy-3-(4-morpholinylsulfonyl)aniline). The yield is 94.6%. Reaction SMILES: [Cl:1][C:2]1[C:7]([S:8]([N:11]2[CH2:16][CH2:15][O:14][CH2:13][CH2:12]2)(=[O:10])=[O:9])=[C:6]([OH:17])[C:5]([N+:18]([O-])=O)=[CH:4][CH:3]=1.[H][H]>[Pd]>[Cl:1][C:2]1[CH:3]=[CH:4][C:5]([NH2:18])=[C:6]([OH:17])[C:7]=1[S:8]([N:11]1[CH2:12][CH2:13][O:14][CH2:15][CH2:16]1)(=[O:9])=[O:10]. Procedure: Following the general hydrogenation procedure outlined in example 15, 6-chloro-2-hydroxy-1-(4-morpholinylsulfonyl)-3-nitrobenzene (210 mg, 0.65 mmol) was reduced with hydrogen and Pd/C (100 mg) to form the desired product (180 mg, 95%). 1H NMR (MeOD-d4): δ 6.28 (mn, 2H), 3.68 (t, 4H), 3.30 (t, 4H). Starting materials: [Na] (sodium), [Cl-].ClCC1=C(C=CC=C1)[NH+](C)C ((2-chloromethylphenyl)-dimethylammonium chloride), CC1=CC(NC(N1)=S)=O (6-methyl-2-thiouracil), N1C(=S)NC(=O)C=C1 (thiouracil). The solvent is C(C)O (ethanol), [O-]CC.[Na+] (sodium ethoxide). Run at time 1 hour. The product is CN(C1=C(CSC2=NC(=CC(N2)=O)C)C=CC=C1)C (2-(2-dimethylaminobenzyl)thio-6-methyl-4(3H)-pyrimidinone). Yield: 41.7%. RXN SMILES: [CH3:1][C:2]1[NH:7][C:6](=[S:8])[NH:5][C:4](=[O:9])[CH:3]=1.[Na].N1C=CC(=O)NC1=S.[Cl-].Cl[CH2:21][C:22]1[CH:27]=[CH:26][CH:25]=[CH:24][C:23]=1[NH+:28]([CH3:30])[CH3:29]>[O-]CC.[Na+].C(O)C>[CH3:29][N:28]([CH3:30])[C:23]1[CH:24]=[CH:25][CH:26]=[CH:27][C:22]=1[CH2:21][S:8][C:6]1[NH:5][C:4](=[O:9])[CH:3]=[C:2]([CH3:1])[N:7]=1 |f:3.4,5.6,^1:9|. Procedure details: 355 mg (2.5 mmol) of 6-methyl-2-thiouracil are dissolved in a sodium ethoxide solution prepared from 116 mg (5.05 mmol) of sodium metal and 15 ml of anhydrous ethanol. The mixture is gently warmed to dissolve the thiouracil, then 515 mg (2.5 mmol) of (2-chloromethylphenyl)-dimethylammonium chloride are added and the reaction mixture is refluxed under stirring for 1 hour. Sodium chloride is immediately precipitated from the solution. After evaporation under reduced pressure the residue is taken u...